This data is from the Open Reaction Database (ORD), a public repository of structured organic reaction records. The task is: describe an organic reaction: reactants, conditions, products, and yield Reactants: CNC, CSc1nc(=O)c(C(C)(C)C)nn1N, c1ccncc1. Product: CN(C)c1nc(=O)c(C(C)(C)C)nn1N. RXN SMILES: [CH3:15][NH:16][CH3:17].[NH2:1][n:2]1[n:3][c:4]([C:11]([CH3:12])([CH3:13])[CH3:14])[c:5](=[O:10])[n:6][c:7]1[S:8][CH3:9].[cH:18]1[cH:19][cH:20][n:21][cH:22][cH:23]1>>[NH2:1][n:2]1[n:3][c:4]([C:11]([CH3:12])([CH3:13])[CH3:14])[c:5](=[O:10])[n:6][c:7]1[N:16]([CH3:15])[CH3:17]. The reactants are CC1=NNC(=N1)C (3,5-dimethyl-1-H-[1,2,4]-triazole), [H-].[Na+] (NaH), C(C1=CC=CC=C1)OC(C(C(C)=O)Br)=O (2-Bromo-3-oxo-butyric acid benzyl ester). Run in C1CCOC1 (THF). Run at temperature 40 celsius, time 30 minute. Yields the product CC1=NN(C(=N1)C)C(C(=O)OCC1=CC=CC=C1)C(C)=O (Benzyl 2-(3,5-dimethyl-1H-1,2,4-triazol-1-yl)-3-oxobutanoate). As a reaction SMILES: [CH3:1][C:2]1[N:6]=[C:5]([CH3:7])[NH:4][N:3]=1.[H-].[Na+].[CH2:10]([O:17][C:18](=[O:24])[CH:19](Br)[C:20](=[O:22])[CH3:21])[C:11]1[CH:16]=[CH:15][CH:14]=[CH:13][CH:12]=1>C1COCC1>[CH3:1][C:2]1[N:6]=[C:5]([CH3:7])[N:4]([CH:19]([C:20](=[O:22])[CH3:21])[C:18]([O:17][CH2:10][C:11]2[CH:16]=[CH:15][CH:14]=[CH:13][CH:12]=2)=[O:24])[N:3]=1 |f:1.2|. Procedure details: To a stirring solution of 3,5-dimethyl-1-H-[1,2,4]-triazole (0.502 g, 5.16 mmol) in THF (36.9 ml) was added NaH (0.199 g, 4.98 mmol). After stirring at RT for 10 mins 2-bromo-3-oxo-butyric acid benzyl ester (step 1) (1.0 g, 3.69 mmol) was added. The mixture was stirred at 40° C. for 30 mins and then allowed to cool to RT. The mixture was absorbed onto silica and purification by chromatography on silica eluting with 0-10% DCM/MeOH afforded the title compound as an orange oil; LC-MS Rt 1.95 mins; ... The reactants are O=C([O-])[O-], [K+], [K+], N#Cc1ccc([N+](=O)[O-])cc1C#N, Nc1ccccc1O, CN(C)C=O, O. The product is N#Cc1ccc(Oc2ccccc2N)cc1C#N. RXN SMILES: [C:22](=[O:23])([O-:24])[O-:25].[K+:26].[K+:27].[N+:1]([O-:2])(=[O:3])[c:4]1[cH:5][c:6]([C:12]#[N:13])[c:7]([C:8]#[N:9])[cH:10][cH:11]1.[NH2:14][c:15]1[cH:16][cH:17][cH:18][cH:19][c:20]1[OH:21].[O:29]=[CH:30][N:31]([CH3:32])[CH3:33].[OH2:28]>>[c:4]1([O:21][c:20]2[c:15]([NH2:14])[cH:16][cH:17][cH:18][cH:19]2)[cH:5][c:6]([C:12]#[N:13])[c:7]([C:8]#[N:9])[cH:10][cH:11]1. Starting materials: C1CNC1, CO, FC(F)(F)Oc1ccc(C2CCc3c(Cl)nc(Cl)nc32)cc1. The product is FC(F)(F)Oc1ccc(C2CCc3c2nc(Cl)nc3N2CCC2)cc1. RXN SMILES: [CH2:23]1[CH2:24][NH:25][CH2:26]1.[CH3:27][OH:28].[Cl:1][c:2]1[n:3][c:4]([Cl:22])[c:5]2[c:6]([n:7]1)[CH:8]([c:11]1[cH:12][cH:13][c:14]([O:17][C:18]([F:19])([F:20])[F:21])[cH:15][cH:16]1)[CH2:9][CH2:10]2>>[Cl:1][c:2]1[n:3][c:4]([N:25]2[CH2:24][CH2:23][CH2:26]2)[c:5]2[c:6]([n:7]1)[CH:8]([c:11]1[cH:12][cH:13][c:14]([O:17][C:18]([F:19])([F:20])[F:21])[cH:15][cH:16]1)[CH2:9][CH2:10]2. Starting materials: ClCCl, CC1(C)OCC(COc2ccc(OCc3ccccc3)cc2)O1, O. Product: OCC(O)COc1ccc(OCc2ccccc2)cc1. RXN SMILES: [CH2:25]([Cl:26])[Cl:27].[CH3:1][C:2]1([CH3:23])[O:3][CH2:4][CH:5]([CH2:7][O:8][c:9]2[cH:10][cH:11][c:12]([O:15][CH2:16][c:17]3[cH:18][cH:19][cH:20][cH:21][cH:22]3)[cH:13][cH:14]2)[O:6]1.[OH2:24]>>[OH:3][CH2:4][CH:5]([OH:6])[CH2:7][O:8][c:9]1[cH:10][cH:11][c:12]([O:15][CH2:16][c:17]2[cH:18][cH:19][cH:20][cH:21][cH:22]2)[cH:13][cH:14]1.